This data is from the Open Reaction Database (ORD), a public repository of structured organic reaction records. The task is: describe an organic reaction: reactants, conditions, products, and yield The reactants are FC(C(=O)O)(F)F.C1(=CC=CC=C1)C1=NC2(C(N1)=O)CCNCC2 (2-Phenyl-1,3,8-triaza-spiro[4.5]dec-1-en-4-one trifluoroacetate), N[C@@H]1CC2=C(C=3C=NNC3C=C2)CN(C1=O)CC(C)(C)C ((R)-7-amino-9-neopentyl-6,7,9,10-tetrahydroazepino[3,4-e]indazol-8(3H)-one), 4-(2-oxo-1,4-dihydro-2H-quinazolin-3-yl)-piperidine-1-carboxylic acid [8-oxo-9-(2-piperidin-1-yl-ethyl)-3,6,7,8,9,10-hexahydro-2,3,9-triaza-(R)-cyclohepta[e]inden-7-yl]-amide. The product is CC(CN1C([C@@H](CC2=C(C=3C=NNC3C=C2)C1)NC(=O)N1CCC2(C(NC(=N2)C2=CC=CC=C2)=O)CC1)=O)(C)C (4-Oxo-2-phenyl-1, 3, 8-triaza-spiro[4.5]dec-1-ene-8-carboxylic acid [(R)-9-(2,2-dimethyl-propyl)-8-oxo-3,6,7,8,9,10-hexahydro-2,3,9-triaza-cyclohepta[e]inden-7-yl]-amide). Yield: 25.0%. As a reaction SMILES: FC(F)(F)[C:3](O)=[O:4].[C:8]1([C:14]2[NH:18][C:17](=[O:19])[C:16]3([CH2:24][CH2:23][NH:22][CH2:21][CH2:20]3)[N:15]=2)[CH:13]=[CH:12][CH:11]=[CH:10][CH:9]=1.[NH2:25][C@H:26]1[C:39](=[O:40])[N:38]([CH2:41][C:42]([CH3:45])([CH3:44])[CH3:43])[CH2:37][C:29]2[C:30]3[CH:31]=[N:32][NH:33][C:34]=3[CH:35]=[CH:36][C:28]=2[CH2:27]1>>[CH3:43][C:42]([CH3:45])([CH3:44])[CH2:41][N:38]1[CH2:37][C:29]2[C:30]3[CH:31]=[N:32][NH:33][C:34]=3[CH:35]=[CH:36][C:28]=2[CH2:27][C@@H:26]([NH:25][C:3]([N:22]2[CH2:23][CH2:24][C:16]3([N:15]=[C:14]([C:8]4[CH:9]=[CH:10][CH:11]=[CH:12][CH:13]=4)[NH:18][C:17]3=[O:19])[CH2:20][CH2:21]2)=[O:4])[C:39]1=[O:40] |f:0.1|. Reported procedure: 2-Phenyl-1,3,8-triaza-spiro[4.5]dec-1-en-4-one trifluoroacetate (55 mg, 0.16 mmol) and (R)-7-amino-9-neopentyl-6,7,9,10-tetrahydroazepino[3,4-e]indazol-8(3H)-one (40 mg, 0.14 mmol) were reacted in a manner analogous to the preparation of 4-(2-oxo-1,4-dihydro-2H-quinazolin-3-yl)-piperidine-1-carboxylic acid [8-oxo-9-(2-piperidin-1-yl-ethyl)-3,6,7,8,9,10-hexahydro-2,3,9-triaza-(R)-cyclohepta[e]inden-7-yl]-amide. C18 preparatory HPLC afforded the title compound as white solid in 25% yield. High res... Starting materials: [BH4-].[Na+] (sodium borohydride), C(=O)C=1C(=C(N(C1C)C)C)C(=O)OCC (ethyl 4-formyl-1,2,5-trimethylpyrrole-3-carboxylate), O (water). Solvent: CO (methanol), CO (methanol). Conditions: time 4 hour. Yields the product OCC=1C(=C(N(C1C)C)C)C(=O)OCC (ethyl 4-(hydroxymethyl)-1,2,5-trimethylpyrrole-3-carboxylate). As a reaction SMILES: [CH:1]([C:3]1[C:4]([C:11]([O:13][CH2:14][CH3:15])=[O:12])=[C:5]([CH3:10])[N:6]([CH3:9])[C:7]=1[CH3:8])=[O:2].[BH4-].[Na+].O>CO>[OH:2][CH2:1][C:3]1[C:4]([C:11]([O:13][CH2:14][CH3:15])=[O:12])=[C:5]([CH3:10])[N:6]([CH3:9])[C:7]=1[CH3:8] |f:1.2|. Procedure: To a suspension of 10.9 g of ethyl 4-formyl-1,2,5-trimethylpyrrole-3-carboxylate in 40 ml of methanol is added dropwise under nitrogen 5.6 g of sodium borohydride in methanol while maintaining the reaction temperature below 50° C. after total addition the reaction mixture is stirred at ambient temperature for 4 hours, then 90 ml of water introduced and the reaction mixture saturated with potassium carbonate and extracted with ether. The combined ether extracts are dried and concentrated in vacuo... Reactants: COC(=O)n1ncc2c(NC(=O)NC3CCOc4ccc(C)cc43)cccc21, COC(=O)n1ncc2c(NC(=O)NC3CCOc4cc(C(C)(C)C)ccc43)cccc21, O. Product: Cc1ccc2c(c1)C(NC(=O)Nc1cccc3[nH]ncc13)CCO2. As a reaction SMILES: [CH3:1][O:2][C:3](=[O:4])[n:5]1[n:6][cH:7][c:8]2[c:9]([NH:14][C:15](=[O:16])[NH:17][CH:18]3[CH2:19][CH2:20][O:21][c:22]4[cH:23][cH:24][c:25]([CH3:28])[cH:26][c:27]43)[cH:10][cH:11][cH:12][c:13]12.[CH3:29][O:30][C:31]([n:32]1[c:33]2[c:34]([c:35]([NH:36][C:37]([NH:38][CH:39]3[c:40]4[c:41]([cH:42][c:43]([C:44]([CH3:45])([CH3:46])[CH3:47])[cH:48][cH:49]4)[O:50][CH2:51][CH2:52]3)=[O:53])[cH:54][cH:55][cH:56]2)[cH:57][n:58]1)=[O:59].[OH2:60]>>[nH:5]1[n:6][cH:7][c:8]2[c:9]([NH:14][C:15](=[O:16])[NH:17][CH:18]3[CH2:19][CH2:20][O:21][c:22]4[cH:23][cH:24][c:25]([CH3:28])[cH:26][c:27]43)[cH:10][cH:11][cH:12][c:13]12. The reactants are ice water, CC=1C(=C(C=C(C1)C)C(=O)C1=CCCCC1)OC (1-cyclohexenyl 3,5-dimethyl-2-methoxyphenyl ketone), polyphosphoric acid, O=P12OP3(=O)OP(=O)(O1)OP(=O)(O2)O3 (phosphorus pentoxide), P(O)(O)(O)=O (phosphoric acid). Run in C(Cl)Cl (methylene chloride). Yields the product CC1=C2C3CCCCC3C(C2=C(C(=C1)C)OC)=O (5,7-dimethyl-8-methoxy-1,2,3,4,4a,9a-hexahydro-9-fluorenone). Reaction SMILES: [CH3:1][C:2]1[C:3]([O:17][CH3:18])=[C:4]([C:9]([C:11]2[CH2:16][CH2:15][CH2:14][CH2:13][CH:12]=2)=[O:10])[CH:5]=[C:6]([CH3:8])[CH:7]=1.O=P12OP3(OP(OP(O3)(O1)=O)(=O)O2)=O.P(=O)(O)(O)O>C(Cl)Cl>[CH3:8][C:6]1[CH:7]=[C:2]([CH3:1])[C:3]([O:17][CH3:18])=[C:4]2[C:5]=1[CH:16]1[CH:11]([C:9]2=[O:10])[CH2:12][CH2:13][CH2:14][CH2:15]1. Procedure: 197.0 Grams of 1-cyclohexenyl 3,5-dimethyl-2-methoxyphenyl ketone was gradually added to polyphosphoric acid prepared from 900 g of phosphorus pentoxide and 900 g of phosphoric acid at 100° C. with stirring and the mixture was stirred at 100° C. for 3 hours. The reaction mixture was poured into 3 liters of ice water and extraction was carried out with 3 liters of methylene chloride. The extract was washed with water and then saturated aqueous sodium chloride solution and then dried with anhydrou... The reactants are C1(CC1)C[C@H](N)C(=O)O ((S)-β-cyclopropylalanine), O1CCOCC1 (dioxane), S(O)(O)(=O)=O (sulfuric acid), O1CCOCC1 (dioxane), CC(C)=C (isobutylene). Solvent: O (water), C(C)N(CC)CC (triethylamine). Conditions: time 24 hour. Yields the product C(C)(C)(C)OC([C@@H](N)CC1CC1)=O ((S)-β-Cyclopropylalanine tert-butyl ester). As a reaction SMILES: [CH:1]1([CH2:4][C@@H:5]([C:7]([OH:9])=[O:8])[NH2:6])[CH2:3][CH2:2]1.O1CCOCC1.S(=O)(=O)(O)O.[CH3:21][C:22](=[CH2:24])[CH3:23]>O.C(N(CC)CC)C>[C:22]([O:8][C:7](=[O:9])[C@H:5]([CH2:4][CH:1]1[CH2:3][CH2:2]1)[NH2:6])([CH3:24])([CH3:23])[CH3:21]. Procedure details: 3.5 g (27.1 mmol) of (S)-β-cyclopropylalanine were added to a mixture of 50 mL of dioxane and 5 ml of concentrated sulfuric acid (prepared by cautious addition of the acid dropwise to dioxane at 5° C.) at room temperature. The solution was transferred into a sealing tube into which 40 ml of isobutylene were condensed at −78° C. The sealed tube was then shaken at room temperature on a shaker for 24 hours. After the sealed tube had been opened (while cooling), the reaction mixture was cautiously i...